This data is from the Open Reaction Database (ORD), a public repository of structured organic reaction records. The task is: describe an organic reaction: reactants, conditions, products, and yield Starting materials: ice, C(C1=CC=CC=C1)OC=1C=C(C=C[N+](=O)[O-])C=CC1OCC1=CC=CC=C1 (3,4-Dibenzyloxy-β-nitrostyrene), [N+](=O)(O)[O-] (HNO3), [N+](=O)(O)[O-] (HNO3). The solvent is CC(=O)O (CH3CO2H). Reaction conditions: temperature 20 celsius, time 3 hour. Yields the product C(C1=CC=CC=C1)OC1=CC(=C(/C=C/[N+](=O)[O-])C=C1OCC1=CC=CC=C1)[N+](=O)[O-] ((E)-4,5-Dibenzyloxy-2,β-dinitrostyrene). The yield is 93.0%. Reaction SMILES: [CH2:1]([O:8][C:9]1[CH:10]=[C:11]([CH:17]=[CH:18][C:19]=1[O:20][CH2:21][C:22]1[CH:27]=[CH:26][CH:25]=[CH:24][CH:23]=1)[CH:12]=[CH:13][N+:14]([O-:16])=[O:15])[C:2]1[CH:7]=[CH:6][CH:5]=[CH:4][CH:3]=1.[N+:28]([O-])([OH:30])=[O:29]>CC(O)=O>[CH2:21]([O:20][C:19]1[C:9]([O:8][CH2:1][C:2]2[CH:3]=[CH:4][CH:5]=[CH:6][CH:7]=2)=[CH:10][C:11](/[CH:12]=[CH:13]/[N+:14]([O-:16])=[O:15])=[C:17]([N+:28]([O-:30])=[O:29])[CH:18]=1)[C:22]1[CH:27]=[CH:26][CH:25]=[CH:24][CH:23]=1. Procedure: 3,4-Dibenzyloxy -β-nitrostyrene (12) (67.2 g; 0.186 mol) is dispersed in 1.5 L CH3CO2H. HNO3 (d 1.42) is added until the temperature reaches 40° C. The mixture is cooled to 20° C., and the remainder of the 375 mL HNO3 is added without further cooling. After stirring at 23° C. for three hours, the reaction mixture is poured onto 2 kg of ice, and filtered. The yellow powder is washed well with H2O. Recrystallization from CH3CO2H affords 70.3 g (93%) of (13) as yellow needles; mp 162°-164° C. Reactants: ClC1=NC=CC(=N1)\C=C(/O)\C=1C=C(C=CC1)NS(=O)(=O)C1=C(C=CC(=C1)F)F (N-{3-[(Z)-2-(2-chloro-4-pyrimidinyl)-1-hydroxyethenyl]phenyl}-2,5-difluorobenzenesulfonamide), C1CC(=O)N(C1=O)Br (NBS), N1(CCOCC1)C(N)=S (4-morpholinecarbothioamide), Intermediate 9. Product: ClC1=NC=CC(=N1)C1=C(N=C(S1)N1CCOCC1)C=1C=C(C=CC1)NS(=O)(=O)C1=C(C=CC(=C1)F)F (N-{3-[5-(2-Chloro-4-pyrimidinyl)-2-(4-morpholinyl)-1,3-thiazol-4-yl]phenyl}-2,5-difluorobenzenesulfonamide), solid. Yield: 90.0%. Reaction SMILES: [Cl:1][C:2]1[N:7]=[C:6](/[CH:8]=[C:9](/[C:11]2[CH:12]=[C:13]([NH:17][S:18]([C:21]3[CH:26]=[C:25]([F:27])[CH:24]=[CH:23][C:22]=3[F:28])(=[O:20])=[O:19])[CH:14]=[CH:15][CH:16]=2)\O)[CH:5]=[CH:4][N:3]=1.C1C(=O)N(Br)C(=O)C1.[N:37]1([C:43](=[S:45])[NH2:44])[CH2:42][CH2:41][O:40][CH2:39][CH2:38]1>>[Cl:1][C:2]1[N:7]=[C:6]([C:8]2[S:45][C:43]([N:37]3[CH2:42][CH2:41][O:40][CH2:39][CH2:38]3)=[N:44][C:9]=2[C:11]2[CH:12]=[C:13]([NH:17][S:18]([C:21]3[CH:26]=[C:25]([F:27])[CH:24]=[CH:23][C:22]=3[F:28])(=[O:20])=[O:19])[CH:14]=[CH:15][CH:16]=2)[CH:5]=[CH:4][N:3]=1. Reported procedure: The title compound was prepared from N-{3-[(Z)-2-(2-chloro-4-pyrimidinyl)-1-hydroxyethenyl]phenyl}-2,5-difluorobenzenesulfonamide (1.5 g, 3.54 mmol), NBS (0.630 g, 3.54 mmol) and 4-morpholinecarbothioamide (0.517 g, 3.54 mmol) by a procedure analogous to Intermediate 9. The title compound was obtained as a yellow solid (1.8 g, 90% yield). ES-LCMS m/z 549.7 (M+H). The reactants are BrC=1C=CC(=NC1)N (5-bromopyridin-2-amine), CN1N=CC(=C1)B1OC(C(O1)(C)C)(C)C (1-methyl-4-(4,4,5,5-tetramethyl-1,3,2-dioxaborolan-2-yl)-1H-pyrazole), C(=O)([O-])[O-].[Na+].[Na+] (Na2CO3). Reagents/catalysts: C1=CC=C(C=C1)P([C-]2C=CC=C2)C3=CC=CC=C3.C1=CC=C(C=C1)P([C-]2C=CC=C2)C3=CC=CC=C3.Cl[Pd]Cl.[Fe+2].C(Cl)Cl (PdCl2(dppf) CH2Cl2). Run in COCCOC (DME). Conditions: temperature 115 celsius. Product: CN1N=CC(=C1)C=1C=CC(=NC1)N (5-(1-methyl-1H-pyrazol-4-yl)pyridin-2-amine), solid. Isolated yield 76.0%. As a reaction SMILES: Br[C:2]1[CH:3]=[CH:4][C:5]([NH2:8])=[N:6][CH:7]=1.[CH3:9][N:10]1[CH:14]=[C:13](B2OC(C)(C)C(C)(C)O2)[CH:12]=[N:11]1.C([O-])([O-])=O.[Na+].[Na+]>C1C=CC(P(C2C=CC=CC=2)[C-]2C=CC=C2)=CC=1.C1C=CC(P(C2C=CC=CC=2)[C-]2C=CC=C2)=CC=1.Cl[Pd]Cl.[Fe+2].C(Cl)Cl.COCCOC>[CH3:9][N:10]1[CH:14]=[C:13]([C:2]2[CH:3]=[CH:4][C:5]([NH2:8])=[N:6][CH:7]=2)[CH:12]=[N:11]1 |f:2.3.4,5.6.7.8.9|. Procedure: To a microwave vial was charged 5-bromopyridin-2-amine (500 mg, 2.89 mmol), 1-methyl-4-(4,4,5,5-tetramethyl-1,3,2-dioxaborolan-2-yl)-1H-pyrazole (1.2 g, 5.78 mmol), aqueous Na2CO3 (2 M, 5.78 mL), PdCl2(dppf) CH2Cl2 (0.236 g) and DME (15 mL), and the reaction mixture was purged with Argon for 5 min, sealed and heated with microwave reactor at 115° C. for 20 min. The DME layer of reaction mixture was collected, concentrated and the residue was subjected to flash column chromatography on silica gel... Reactants: CC1=CC(=O)C(C)(C)O1, CCO, [Cl-], O=Cc1ccc(F)cc1, [Na+], [Na+], [OH-], O. The product is CC1(C)OC(C=Cc2ccc(F)cc2)=CC1=O. Reaction SMILES: [CH3:1][C:2]1([CH3:9])[O:3][C:4]([CH3:8])=[CH:5][C:6]1=[O:7].[CH3:21][CH2:22][OH:23].[Cl-:25].[F:10][c:11]1[cH:12][cH:13][c:14]([CH:15]=[O:16])[cH:17][cH:18]1.[Na+:20].[Na+:24].[OH-:19].[OH2:26]>>[CH3:1][C:2]1([CH3:9])[O:3][C:4]([CH:8]=[CH:15][c:14]2[cH:13][cH:12][c:11]([F:10])[cH:18][cH:17]2)=[CH:5][C:6]1=[O:7]. Product: FC=1C=C(C=C(C1)F)[C@@]1(CNC2(CCCC2)C(N1C/C=C/C=1C=C2CC3(C(NC4=NC=CC=C43)=O)CC2=CC1)=O)C (5-{(1E)-3-[(8R)-8-(3,5-difluorophenyl)-8-methyl-10-oxo-6,9-diazaspiro[4.5]dec-9-yl]prop-1-en-1-yl}-1,3-dihydrospiro[indene-2,3′-pyrrolo[2,3-b]pyridin]-2′(1′H)-one). Reactants: FC=1C=C(C=C(C1)F)[C@@]1(CN(C2(CCCC2)C(N1C\C=C\C=1C=C2CC3(C(N(C4=NC=CC=C43)COCC[Si](C)(C)C)=O)CC2=CC1)=O)C(=O)OC(C)(C)C)C (tert-Butyl (8R)-8-(3,5-difluorophenyl)-8-methyl-10-oxo-9-[(2E)-3-(2′-oxo-1′-{[2-(trimethylsilyl)ethoxy]methyl}-1,1′,2′,3-tetrahydrospiro[indene-2,3′-pyrrolo[2,3-b]pyridin]-5-yl)prop-2-en-1-yl]-6,9-diazaspiro[4.5]decane-6-carboxylate), [OH-].[Na+] (NaOH), C(CN)N (ethylenediamine), C(=O)(C(F)(F)F)O (TFA). Run in C(Cl)Cl (DCM). Procedure details: tert-Butyl (8R)-8-(3,5-difluorophenyl)-8-methyl-10-oxo-9-[(2E)-3-(2′-oxo-1′-{[2-(trimethylsilyl)ethoxy]methyl}-1,1′,2′,3-tetrahydrospiro[indene-2,3′-pyrrolo[2,3-b]pyridin]-5-yl)prop-2-en-1-yl]-6,9-diazaspiro[4.5]decane-6-carboxylate from Step A above (0.2276 g, 0.290 mmol) was dissolved in DCM (5 mL). To this solution was added 1 mL of TFA. The reaction was stirred for 24 hours, then concentrated in vacuo. The residue was dissolved in MeOH (5 mL) and to this solution was added 1N NaOH (2.90 ml, ... Reaction SMILES: [F:1][C:2]1[CH:3]=[C:4]([C@@:9]2([CH3:56])[N:18]([CH2:19]/[CH:20]=[CH:21]/[C:22]3[CH:23]=[C:24]4[C:45](=[CH:46][CH:47]=3)[CH2:44][C:26]3([C:34]5[C:29](=[N:30][CH:31]=[CH:32][CH:33]=5)[N:28](COCC[Si](C)(C)C)[C:27]3=[O:43])[CH2:25]4)[C:17](=[O:48])[C:12]3([CH2:16][CH2:15][CH2:14][CH2:13]3)[N:11](C(OC(C)(C)C)=O)[CH2:10]2)[CH:5]=[C:6]([F:8])[CH:7]=1.C(O)(C(F)(F)F)=O.[OH-].[Na+].C(N)CN>C(Cl)Cl>[F:8][C:6]1[CH:5]=[C:4]([C@@:9]2([CH3:56])[N:18]([CH2:19]/[CH:20]=[CH:21]/[C:22]3[CH:23]=[C:24]4[C:45](=[CH:46][CH:47]=3)[CH2:44][C:26]3([C:34]5[C:29](=[N:30][CH:31]=[CH:32][CH:33]=5)[NH:28][C:27]3=[O:43])[CH2:25]4)[C:17](=[O:48])[C:12]3([CH2:13][CH2:14][CH2:15][CH2:16]3)[NH:11][CH2:10]2)[CH:3]=[C:2]([F:1])[CH:7]=1 |f:2.3|. Reaction conditions: time 24 hour. Starting materials: C1(=CC=CC=C1)CCN1N=C(C(=C1Br)C(=O)OCC)N(CC1=CC=C(C=C1)C1=C(C=CC=C1)C1=NN=NN1C(C1=CC=CC=C1)(C1=CC=CC=C1)C1=CC=CC=C1)CCC (N-[1-(2-phenylethyl)-4-ethoxycarbonyl-5-bromopyrazol-3-yl]-N-[(2'-(N-triphenylmethyl-(1H-tetrazol-5-yl))biphenyl-4-yl)methyl]-n-propylamine). Run in C(C)O (ethanol). Product: C1(=CC=CC=C1)CCN1N=C(C(=C1Br)C(=O)OCC)N(CC1=CC=C(C=C1)C1=C(C=CC=C1)C1=NN=NN1)CCC (N-[1-(2-phenylethyl)-4-ethoxycarbonyl-5-bromopyrazol-3-yl]-N-[(2'-(1H-tetrazol-5-yl)biphenyl-4-yl)methyl]-n-propylamine). The yield is 87.7%. RXN SMILES: [C:1]1([CH2:7][CH2:8][N:9]2[C:13]([Br:14])=[C:12]([C:15]([O:17][CH2:18][CH3:19])=[O:16])[C:11]([N:20]([CH2:58][CH2:59][CH3:60])[CH2:21][C:22]3[CH:27]=[CH:26][C:25]([C:28]4[CH:33]=[CH:32][CH:31]=[CH:30][C:29]=4[C:34]4[N:38](C(C5C=CC=CC=5)(C5C=CC=CC=5)C5C=CC=CC=5)[N:37]=[N:36][N:35]=4)=[CH:24][CH:23]=3)=[N:10]2)[CH:6]=[CH:5][CH:4]=[CH:3][CH:2]=1>C(O)C>[C:1]1([CH2:7][CH2:8][N:9]2[C:13]([Br:14])=[C:12]([C:15]([O:17][CH2:18][CH3:19])=[O:16])[C:11]([N:20]([CH2:58][CH2:59][CH3:60])[CH2:21][C:22]3[CH:27]=[CH:26][C:25]([C:28]4[CH:33]=[CH:32][CH:31]=[CH:30][C:29]=4[C:34]4[NH:38][N:37]=[N:36][N:35]=4)=[CH:24][CH:23]=3)=[N:10]2)[CH:2]=[CH:3][CH:4]=[CH:5][CH:6]=1. Procedure details: 356 mg of N-[1-(2-phenylethyl)-4-ethoxycarbonyl-5-bromopyrazol-3-yl]-N-[(2'-(N-triphenylmethyl-(1H-tetrazol-5-yl))biphenyl-4-yl)methyl]-n-propylamine were dissolved in 5 ml of ethanol and heated under reflux for 2 hours, and the solvent was distilled off under reduced pressure. The resulting residue was subjected to silica gel column chromatography (n-hexane-ethyl acetate=2:1→ethyl acetate) to obtain 224 mg of the intended compound as a pale yellow, amorphous solid.